From a dataset of the Open Reaction Database (ORD), a public repository of structured organic reaction records. describe an organic reaction: reactants, conditions, products, and yield Starting materials: COc1cc(-c2nc3ccccc3o2)ccc1-c1cccc(Br)n1, Clc1ccc(Br)cn1, O=C([O-])[O-], COc1cc(-c2nc3ccccc3o2)ccc1B1OC(C)(C)C(C)(C)O1, COCCOC, [Na+], [Na+], O. Yields the product COc1cc(-c2nc3ccccc3o2)ccc1-c1ccc(Cl)nc1. As a reaction SMILES: [Br:1][c:2]1[n:3][c:4](-[c:8]2[c:9]([O:23][CH3:24])[cH:10][c:11](-[c:14]3[o:15][c:16]4[c:17]([n:18]3)[cH:19][cH:20][cH:21][cH:22]4)[cH:12][cH:13]2)[cH:5][cH:6][cH:7]1.[Br:51][c:52]1[cH:53][cH:54][c:55]([Cl:58])[n:56][cH:57]1.[C:59](=[O:60])([O-:61])[O-:62].[CH3:25][O:26][c:27]1[cH:28][c:29](-[c:30]2[o:31][c:32]3[cH:33][cH:34][cH:35][cH:36][c:37]3[n:38]2)[cH:39][cH:40][c:41]1[B:42]1[O:43][C:44]([CH3:45])([CH3:46])[C:47]([CH3:48])([CH3:49])[O:50]1.[CH3:65][O:66][CH2:67][CH2:68][O:69][CH3:70].[Na+:63].[Na+:64].[OH2:71]>>[c:8]1(-[c:52]2[cH:53][cH:54][c:55]([Cl:58])[n:56][cH:57]2)[c:9]([O:23][CH3:24])[cH:10][c:11](-[c:14]2[o:15][c:16]3[c:17]([n:18]2)[cH:19][cH:20][cH:21][cH:22]3)[cH:12][cH:13]1. The reactants are O=C([O-])[O-], CCCc1c(OCC(=O)OCC)ccc(C(C)=O)c1OCCOCCOCCOCCBr, CC(C)=O, [K+], [K+], CCCc1c(O)ccc(C(C)=O)c1O. The product is CCCc1c(OCCOCCOCCOCCOc2c(C(C)=O)ccc(OCC(=O)OCC)c2CCC)ccc(C(C)=O)c1O. RXN SMILES: [C:47](=[O:48])([O-:49])[O-:50].[CH2:1]([CH3:2])[O:3][C:4]([CH2:5][O:6][c:7]1[c:8]([CH2:29][CH2:30][CH3:31])[c:9]([O:16][CH2:17][CH2:18][O:19][CH2:20][CH2:21][O:22][CH2:23][CH2:24][O:25][CH2:26][CH2:27][Br:28])[c:10]([C:13]([CH3:14])=[O:15])[cH:11][cH:12]1)=[O:32].[CH3:53][C:54](=[O:55])[CH3:56].[K+:51].[K+:52].[OH:33][c:34]1[c:35]([C:44]([CH3:45])=[O:46])[cH:36][cH:37][c:38]([OH:43])[c:39]1[CH2:40][CH2:41][CH3:42]>>[CH2:1]([CH3:2])[O:3][C:4]([CH2:5][O:6][c:7]1[c:8]([CH2:29][CH2:30][CH3:31])[c:9]([O:16][CH2:17][CH2:18][O:19][CH2:20][CH2:21][O:22][CH2:23][CH2:24][O:25][CH2:26][CH2:27][O:43][c:38]2[cH:37][cH:36][c:35]([C:44]([CH3:45])=[O:46])[c:34]([OH:33])[c:39]2[CH2:40][CH2:41][CH3:42])[c:10]([C:13]([CH3:14])=[O:15])[cH:11][cH:12]1)=[O:32]. Reactants: OC=1C=C(C#N)C=CC1 (3-hydroxy-benzonitrile), ClC1=NC(=CC2=CC=CC=C12)NC1=NNC(=C1)C ((1-chloro-isoquinolin-3-yl)-(5-methyl-1H-pyrazol-3-yl)-amine). Product: CC1=CC(=NN1)NC=1N=C(C2=CC=CC=C2C1)OC=1C=C(C#N)C=CC1 (3-[3-(5-methyl-1H-pyrazol-3-ylamino)-isoquinolin-1-yloxy]-benzonitrile). RXN SMILES: [OH:1][C:2]1[CH:3]=[C:4]([CH:7]=[CH:8][CH:9]=1)[C:5]#[N:6].Cl[C:11]1[C:20]2[C:15](=[CH:16][CH:17]=[CH:18][CH:19]=2)[CH:14]=[C:13]([NH:21][C:22]2[CH:26]=[C:25]([CH3:27])[NH:24][N:23]=2)[N:12]=1>>[CH3:27][C:25]1[NH:24][N:23]=[C:22]([NH:21][C:13]2[N:12]=[C:11]([O:1][C:2]3[CH:3]=[C:4]([CH:7]=[CH:8][CH:9]=3)[C:5]#[N:6])[C:20]3[C:15]([CH:14]=2)=[CH:16][CH:17]=[CH:18][CH:19]=3)[CH:26]=1. Procedure: Similar procedure as described in example 10 was used, starting from 3-hydroxy-benzonitrile and (1-chloro-isoquinolin-3-yl)-(5-methyl-1H-pyrazol-3-yl)-amine to give 3-[3-(5-methyl-1H-pyrazol-3-ylamino)-isoquinolin-1-yloxy]-benzonitrile. LC-MS m/e 342(MH+). Starting materials: ClCc1ccc(Cl)cc1, ClC(Cl)Cl, [K+], [K+], O=C([O-])[O-], CN(C)C=O, O=[N+]([O-])c1ccc(O)cn1. Product: O=[N+]([O-])c1ccc(OCc2ccc(Cl)cc2)cn1. As a reaction SMILES: [Cl:22][c:23]1[cH:24][cH:25][c:26]([CH2:27][Cl:28])[cH:29][cH:30]1.[Cl:31][CH:32]([Cl:33])[Cl:34].[K+:11].[K+:12].[O-:13][C:14]([O-:15])=[O:16].[O:17]=[CH:18][N:19]([CH3:20])[CH3:21].[OH:1][c:2]1[cH:3][cH:4][c:5]([N+:8](=[O:9])[O-:10])[n:6][cH:7]1>>[O:1]([c:2]1[cH:3][cH:4][c:5]([N+:8](=[O:9])[O-:10])[n:6][cH:7]1)[CH2:27][c:26]1[cH:25][cH:24][c:23]([Cl:22])[cH:30][cH:29]1. The reactants are IC1=CC=C(C=C1)S(=O)(=O)Cl (4-Iodobenzenesulfonyl chloride), CN1CCC(CC1)C1=CNC2=CC=C(C=C12)O (3-(1-methylpiperidin-4-yl)-5-hydroxy-1H-indole), [OH-].[Na+] (sodium hydroxide). Run in C1CCOC1 (THF), C1CCOC1 (THF). Yields the product CN1CCC(CC1)C1=CNC2=CC=C(C=C12)OS(=O)(=O)C1=CC=C(C=C1)I (4-Iodobenzenesulfonic acid 3-(1-methylpiperidin-4-yl)-1H-indol-5-yl ester). Isolated yield 84.8%. RXN SMILES: [I:1][C:2]1[CH:7]=[CH:6][C:5]([S:8](Cl)(=[O:10])=[O:9])=[CH:4][CH:3]=1.[CH3:12][N:13]1[CH2:18][CH2:17][CH:16]([C:19]2[C:27]3[C:22](=[CH:23][CH:24]=[C:25]([OH:28])[CH:26]=3)[NH:21][CH:20]=2)[CH2:15][CH2:14]1.[OH-].[Na+]>C1COCC1>[CH3:12][N:13]1[CH2:18][CH2:17][CH:16]([C:19]2[C:27]3[C:22](=[CH:23][CH:24]=[C:25]([O:28][S:8]([C:5]4[CH:6]=[CH:7][C:2]([I:1])=[CH:3][CH:4]=4)(=[O:10])=[O:9])[CH:26]=3)[NH:21][CH:20]=2)[CH2:15][CH2:14]1 |f:2.3|. Procedure details: By a method similar to Example 31, using 4-Iodobenzenesulfonyl chloride (347 mg, 1.15 mmol) in THF (4 mL), 3-(1-methylpiperidin-4-yl)-5-hydroxy-1H-indole (220 mg, 0.96 mmol) in 0.2 N sodium hydroxide (5.2 mL, 1.05 mmol) and THF (4 mL) gave 470 mg of an off white solid. The crude product was recrystallized from ethyl acetate/hexanes to give 404 mg (85%) of tan crystals: mp=174-176° C.; MS(m/e): 495 (M−1); Calculated for C20H21N2O3S: Calcd: C, 48.40; H, 4.26; N, 5.64. Found: C, 48.74; H, 4.20; N, ... Starting materials: CN1C=C(C2=CC=CC=C12)C(=O)OC (methyl 1-methyl-3-indolecarboxylate), CO (methanol), Cl.NC(=N)N (guanidine hydrochloride), C[O-].[Na+] (sodium methoxide). The product is Cl.CNC(=N)NC(=O)C=1NC2=CC=CC=C2C1 (1-methyl-3-indoloylguanidine hydrochloride). Yield: 35.9%. RXN SMILES: C[N:2]1[C:10]2[C:5](=[CH:6][CH:7]=[CH:8][CH:9]=2)[C:4](C(OC)=O)=[CH:3]1.[ClH:15].[NH2:16][C:17]([NH2:19])=[NH:18].[CH3:20][O-:21].[Na+].[CH3:23]O>>[ClH:15].[CH3:23][NH:18][C:17]([NH:19][C:20]([C:3]1[NH:2][C:10]2[C:5]([CH:4]=1)=[CH:6][CH:7]=[CH:8][CH:9]=2)=[O:21])=[NH:16] |f:1.2,3.4,6.7|. Procedure: The reaction was carried out in a manner similar to Example 1 except for using 1.00 g (5.29 mmol) of methyl 1-methyl-3-indolecarboxylate, 5.05 g (52.9 mmol) of guanidine hydrochloride and 50 ml of a methanol solution of 2.85 g (52.9 mmol) of sodium methoxide. Thus 0.48 g (35.9%) of 1-methyl-3-indoloylguanidine hydrochloride was obtained.